describe an organic reaction: reactants, conditions, products, and yield From a dataset of the Open Reaction Database (ORD), a public repository of structured organic reaction records. Product: [Br-], O=C(C[N+]12CCC(CC1)C(OC(=O)C1(c3ccccc3)CCCCCCC1)C2)Nc1cnccn1. Reactants: O=C(CBr)Nc1cnccn1, O=C(OC1CN2CCC1CC2)C1(c2ccccc2)CCCCCCC1. As a reaction SMILES: [Br:26][CH2:27][C:28](=[O:29])[NH:30][c:31]1[n:32][cH:33][cH:34][n:35][cH:36]1.[c:1]1([C:7]2([C:15](=[O:16])[O:17][CH:18]3[CH2:19][N:20]4[CH2:21][CH2:22][CH:23]3[CH2:24][CH2:25]4)[CH2:8][CH2:9][CH2:10][CH2:11][CH2:12][CH2:13][CH2:14]2)[cH:2][cH:3][cH:4][cH:5][cH:6]1>>[Br-:26].[c:1]1([C:7]2([C:15](=[O:16])[O:17][CH:18]3[CH2:19][N+:20]4([CH2:27][C:28](=[O:29])[NH:30][c:31]5[n:32][cH:33][cH:34][n:35][cH:36]5)[CH2:21][CH2:22][CH:23]3[CH2:24][CH2:25]4)[CH2:8][CH2:9][CH2:10][CH2:11][CH2:12][CH2:13][CH2:14]2)[cH:2][cH:3][cH:4][cH:5][cH:6]1.